Dataset: the Open Reaction Database (ORD), a public repository of structured organic reaction records. Task: describe an organic reaction: reactants, conditions, products, and yield The reactants are ClCCCl, O=CN(CC(CC1CCCC1)C(=O)O)OCc1ccccc1, CN1CC2CC1CN2c1nc(Cl)nc(NN)c1F, CN(C)C=O, On1nnc2cccnc21. Product: CN1CC2CC1CN2c1nc(Cl)nc(NNC(=O)C(CC2CCCC2)CN(C=O)OCc2ccccc2)c1F. RXN SMILES: [CH2:51]([Cl:52])[CH2:53][Cl:54].[CH:19]1([CH2:24][CH:25]([C:26](=[O:27])[OH:28])[CH2:29][N:30]([O:31][CH2:32][c:33]2[cH:34][cH:35][cH:36][cH:37][cH:38]2)[CH:39]=[O:40])[CH2:20][CH2:21][CH2:22][CH2:23]1.[Cl:1][c:2]1[n:3][c:4]([NH:17][NH2:18])[c:5]([F:16])[c:6]([N:8]2[CH:9]3[CH2:10][N:11]([CH3:15])[CH:12]([CH2:13]2)[CH2:14]3)[n:7]1.[O:55]=[CH:56][N:57]([CH3:58])[CH3:59].[OH:41][n:42]1[c:43]2[n:44][cH:45][cH:46][cH:47][c:48]2[n:49][n:50]1>>[Cl:1][c:2]1[n:3][c:4]([NH:17][NH:18][C:26]([CH:25]([CH2:24][CH:19]2[CH2:20][CH2:21][CH2:22][CH2:23]2)[CH2:29][N:30]([O:31][CH2:32][c:33]2[cH:34][cH:35][cH:36][cH:37][cH:38]2)[CH:39]=[O:40])=[O:27])[c:5]([F:16])[c:6]([N:8]2[CH:9]3[CH2:10][N:11]([CH3:15])[CH:12]([CH2:13]2)[CH2:14]3)[n:7]1. Reactants: C(C1=CC=CC=C1)N1C=C(C=C1)C(=O)O (1-benzyl-1H-pyrrole-3-carboxylic acid), NC=1C=C(OC=2C=CC=3N(N2)C=C(N3)NC(=O)C3CC3)C=CC1F (N-[6-(3-amino-4-fluorophenoxy)imidazo[1,2-b]pyridazin-2-yl]cyclopropanecarboxamide), CN(C=O)C (N,N-dimethylformamide), C(C(=O)Cl)(=O)Cl (oxalyl chloride). Run in CN(C(C)=O)C (N,N-dimethylacetamide), O1CCCC1 (tetrahydrofuran). Product: C(C1=CC=CC=C1)N1C=C(C=C1)C(=O)NC1=C(C=CC(=C1)OC=1C=CC=2N(N1)C=C(N2)NC(=O)C2CC2)F (1-benzyl-N-[5-({2-[(cyclopropylcarbonyl)amino]imidazo[1,2-b]pyridazin-6-yl}oxy)-2-fluorophenyl]-1H-pyrrole-3-carboxamide). The yield is 24.3%. RXN SMILES: [CH2:1]([N:8]1[CH:12]=[CH:11][C:10]([C:13]([OH:15])=O)=[CH:9]1)[C:2]1[CH:7]=[CH:6][CH:5]=[CH:4][CH:3]=1.CN(C)C=O.C(Cl)(=O)C(Cl)=O.[NH2:27][C:28]1[CH:29]=[C:30]([CH:47]=[CH:48][C:49]=1[F:50])[O:31][C:32]1[CH:33]=[CH:34][C:35]2[N:36]([CH:38]=[C:39]([NH:41][C:42]([CH:44]3[CH2:46][CH2:45]3)=[O:43])[N:40]=2)[N:37]=1>CN(C)C(=O)C.O1CCCC1>[CH2:1]([N:8]1[CH:12]=[CH:11][C:10]([C:13]([NH:27][C:28]2[CH:29]=[C:30]([O:31][C:32]3[CH:33]=[CH:34][C:35]4[N:36]([CH:38]=[C:39]([NH:41][C:42]([CH:44]5[CH2:46][CH2:45]5)=[O:43])[N:40]=4)[N:37]=3)[CH:47]=[CH:48][C:49]=2[F:50])=[O:15])=[CH:9]1)[C:2]1[CH:3]=[CH:4][CH:5]=[CH:6][CH:7]=1. Procedure details: Using 1-benzyl-1H-pyrrole-3-carboxylic acid (276 mg, 1.37 mmol), tetrahydrofuran (3.0 mL), N,N-dimethylformamide (20 μL, 0.26 mmol), oxalyl chloride (120 μL, 1.37 mmol), N-[6-(3-amino-4-fluorophenoxy)imidazo[1,2-b]pyridazin-2-yl]cyclopropanecarboxamide (300 mg, 0.92 mmol) and N,N-dimethylacetamide (6.0 mL), and in the same manner as in Example 249, the title compound (114 mg, 24%) was obtained as a white powder. Reactants: ClC1=NC2=CC(=CC=C2N=C1)F (2-chloro-7-fluoro-quinoxaline), C(C)(C)(C)OC(N[C@@H]1CC[C@H](CC1)CCO)=O ([trans-4-(2-hydroxy-ethyl)-cyclohexyl]-carbamic acid tert-butyl ester), O=C1CSC2=C(N1)C=C(C=C2)C(=O)O (3-oxo-3,4-dihydro-2H-benzo[1,4]thiazine-6-carboxylic acid). The product is FC1=CC=C2N=CC(=NC2=C1)OCC[C@@H]1CC[C@H](CC1)NC(=O)C=1C=CC2=C(NC(CS2)=O)C1 (3-oxo-3,4-dihydro-2H-benzo[1,4]thiazine-6-carboxylic acid {trans-4-[2-(7-fluoro-quinoxalin-2-yloxy)-ethyl]-cyclohexyl}-amide). As a reaction SMILES: Cl[C:2]1[CH:11]=[N:10][C:9]2[C:4](=[CH:5][C:6]([F:12])=[CH:7][CH:8]=2)[N:3]=1.C(O[C:18](=[O:29])[NH:19][C@H:20]1[CH2:25][CH2:24][C@H:23]([CH2:26][CH2:27][OH:28])[CH2:22][CH2:21]1)(C)(C)C.[O:30]=[C:31]1[NH:36][C:35]2[CH:37]=[C:38](C(O)=O)[CH:39]=[CH:40][C:34]=2[S:33][CH2:32]1>>[F:12][C:6]1[CH:5]=[C:4]2[C:9]([N:10]=[CH:11][C:2]([O:28][CH2:27][CH2:26][C@H:23]3[CH2:22][CH2:21][C@H:20]([NH:19][C:18]([C:38]4[CH:39]=[CH:40][C:34]5[S:33][CH2:32][C:31](=[O:30])[NH:36][C:35]=5[CH:37]=4)=[O:29])[CH2:25][CH2:24]3)=[N:3]2)=[CH:8][CH:7]=1. Procedure details: The title compound is prepared as a white amorphous lyophilizated solid following Scheme 1 and in analogy to Example 1 using 2-chloro-7-fluoro-quinoxaline, [trans-4-(2-hydroxy-ethyl)-cyclohexyl]-carbamic acid tert-butyl ester and 3-oxo-3,4-dihydro-2H-benzo[1,4]thiazine-6-carboxylic acid as starting materials. Product: CC(C)(C)OC(=O)NCCNC(=O)c1nc(N)oc1-c1ccccc1. RXN SMILES: [NH2:17][CH2:18][CH2:19][NH:20][C:21]([O:22][C:23]([CH3:24])([CH3:25])[CH3:26])=[O:27].[NH2:1][c:2]1[o:3][c:4](-[c:11]2[cH:12][cH:13][cH:14][cH:15][cH:16]2)[c:5]([C:7]([O:9][CH3:8])=[O:10])[n:6]1>>[NH2:1][c:2]1[o:3][c:4](-[c:11]2[cH:12][cH:13][cH:14][cH:15][cH:16]2)[c:5]([C:7](=[O:9])[NH:17][CH2:18][CH2:19][NH:20][C:21]([O:22][C:23]([CH3:24])([CH3:25])[CH3:26])=[O:27])[n:6]1. Reactants: CC(C)(C)OC(=O)NCCN, COC(=O)c1nc(N)oc1-c1ccccc1. Starting materials: [Na] (sodium), ClCC(=O)O (chloracetic acid), CC([O-])C.[Na+] (sodium isopropoxide), [Na] (sodium), C(C)(C)O (isopropylalcohol). Solvent: O (water). Product: C(C)(C)OCC(=O)OC (Methyl isopropoxyacetate). As a reaction SMILES: [Na].Cl[CH2:3][C:4]([OH:6])=[O:5].[CH3:7][CH:8]([CH3:10])[O-:9].[Na+].[CH:12](O)(C)C>O>[CH:8]([O:9][CH2:3][C:4]([O:6][CH3:12])=[O:5])([CH3:10])[CH3:7] |f:2.3,^1:0|. Reported procedure: 116.5 g of the sodium salt of chloracetic acid are slowly added at 80° C. to a sodium isopropoxide solution (freshly prepared from 23 g of sodium and 250 ml of isopropylalcohol). The reaction mixture is refluxed for 2 hours and then combined with 500 ml of water. The mixture is evaporated down to a total volume of 200 ml and adjusted to pH1 with conc. sulphuric acid. The precipitate formed is filtered off, the two phases of the filtrate are and the organic phase is fractionally distilled in vacu... Solvent: CS(=O)C (DMSO). Conditions: time 1 hour. Reaction SMILES: [CH:1]1[CH:6]=[CH:5][C:4]([O:7][C:8]2[CH:13]=[CH:12][C:11]([Cl:14])=[CH:10][CH:9]=2)=[CH:3][CH:2]=1.[C:15](Cl)(=O)C.[Al+3].[Cl-].[Cl-].[Cl-].[CH2:23]1C[O:26][CH2:25][CH2:24]1>CS(C)=O>[Cl:14][C:11]1[CH:10]=[CH:9][C:8]([O:7][C:4]2[CH:3]=[CH:2][C:1]([C:25]([OH:26])([CH3:15])[C:24]#[CH:23])=[CH:6][CH:5]=2)=[CH:13][CH:12]=1 |f:2.3.4.5|. Starting materials: 4'-chloro-4-acetyldiphenyl ether, C1=CC=C(C=C1)OC2=CC=C(C=C2)Cl (4-chlorodiphenyl ether), C(C)(=O)Cl (acetyl chloride), [Al+3].[Cl-].[Cl-].[Cl-] (AlCl3), C1CCOC1 (THF), C1CCOC1 (THF). Reported procedure: A solution of 2.47 g. of 4'-chloro-4-acetyldiphenyl ether, which can be prepared from 4-chlorodiphenyl ether and acetyl chloride in the presence of AlCl3, in 6 ml. of THF and 2 ml. of DMSO is added dropwise to a suspension of 1.38 g. of lithium acetylide/ethylenediamine complex in a mixture of 3 ml. of absolute THF and 4 ml. of absolute DMSO, while acetylene is bubbled through the mixture. The mixture is stirred for one hour while under nitrogen blanketing. An aqueous solution of ammonium chlori... The product is ClC1=CC=C(OC2=CC=C(C=C2)C(C#C)(C)O)C=C1 (3-[4-(4-chlorophenoxy)phenyl]-3-hydroxybut-1-yne). Reactants: COC(=O)C1=Cc2cc(Br)ccc2N(CC(C)C)CCCC1, O=C([O-])[O-], CCCCOCCOc1ccc(OB(O)O)cc1, Cc1ccccc1, CCO, [K+], [K+], O, c1ccc(P(c2ccccc2)(c2ccccc2)[Pd](P(c2ccccc2)(c2ccccc2)c2ccccc2)(P(c2ccccc2)(c2ccccc2)c2ccccc2)P(c2ccccc2)(c2ccccc2)c2ccccc2)cc1. Yields the product CCCCOCCOc1ccc(-c2ccc3c(c2)C=C(C(=O)OC)CCCCN3CC(C)C)cc1. RXN SMILES: [Br:1][c:2]1[cH:3][cH:4][c:5]2[c:6]([cH:22]1)[CH:7]=[C:8]([C:18](=[O:19])[O:20][CH3:21])[CH2:9][CH2:10][CH2:11][CH2:12][N:13]2[CH2:14][CH:15]([CH3:16])[CH3:17].[C:41](=[O:42])([O-:43])[O-:44].[CH2:23]([CH2:24][CH2:25][CH3:26])[O:27][CH2:28][CH2:29][O:30][c:31]1[cH:32][cH:33][c:34]([O:37][B:38]([OH:39])[OH:40])[cH:35][cH:36]1.[CH3:47][c:48]1[cH:49][cH:50][cH:51][cH:52][cH:53]1.[CH3:54][CH2:55][OH:56].[K+:45].[K+:46].[OH2:57].[cH:58]1[cH:59][cH:60][c:61]([P:62]([Pd:63]([P:64]([c:65]2[cH:66][cH:67][cH:68][cH:69][cH:70]2)([c:71]2[cH:72][cH:73][cH:74][cH:75][cH:76]2)[c:77]2[cH:78][cH:79][cH:80][cH:81][cH:82]2)([P:83]([c:84]2[cH:85][cH:86][cH:87][cH:88][cH:89]2)([c:90]2[cH:91][cH:92][cH:93][cH:94][cH:95]2)[c:96]2[cH:97][cH:98][cH:99][cH:100][cH:101]2)[P:102]([c:103]2[cH:104][cH:105][cH:106][cH:107][cH:108]2)([c:109]2[cH:110][cH:111][cH:112][cH:113][cH:114]2)[c:115]2[cH:116][cH:117][cH:118][cH:119][cH:120]2)([c:121]2[cH:122][cH:123][cH:124][cH:125][cH:126]2)[c:127]2[cH:128][cH:129][cH:130][cH:131][cH:132]2)[cH:133][cH:134]1>>[c:2]1(-[c:34]2[cH:33][cH:32][c:31]([O:30][CH2:29][CH2:28][O:27][CH2:23][CH2:24][CH2:25][CH3:26])[cH:36][cH:35]2)[cH:3][cH:4][c:5]2[c:6]([cH:22]1)[CH:7]=[C:8]([C:18](=[O:19])[O:20][CH3:21])[CH2:9][CH2:10][CH2:11][CH2:12][N:13]2[CH2:14][CH:15]([CH3:16])[CH3:17]. Reactants: CC(C)(C)CCNC(CC(=O)O)C(=O)O, CC(=O)O, ClP(Cl)Cl. Yields the product CC(C)(C)CCNC1CC(=O)OC1=O. As a reaction SMILES: [CH2:5]([CH2:6][C:7]([CH3:8])([CH3:9])[CH3:10])[NH:11][CH:12]([CH2:13][C:14](=[O:15])[OH:16])[C:17](=[O:18])[OH:19].[CH3:20][C:21](=[O:22])[OH:23].[P:1]([Cl:2])([Cl:3])[Cl:4]>>[CH2:5]([CH2:6][C:7]([CH3:8])([CH3:9])[CH3:10])[NH:11][CH:12]1[CH2:13][C:14](=[O:16])[O:19][C:17]1=[O:18].